From a dataset of the Open Reaction Database (ORD), a public repository of structured organic reaction records. describe an organic reaction: reactants, conditions, products, and yield Reactants: C(C1=CC=CC=C1)OC=1C=C(C=C(C1)OCC1=CC=CC=C1)C(C(C(=O)OC)C1=CC=C(C=C1)OCC1=CC=CC=C1)=O (methyl 3-(3,5-dibenzyloxy-phenyl)-2-(4-benzyloxyphenyl)-3-oxopropionate), Example 2, B(O)(O)O (boric acid). Run at temperature 60 celsius, time 1 hour. Yields the product C(C1=CC=CC=C1)OC=1C=C(C=C(C1)OCC1=CC=CC=C1)C(CC1=CC=C(C=C1)OCC1=CC=CC=C1)=O (1-(3,5-dibenzyloxyphenyl)-2-(4-benzyloxyphenyl)ethanone). Reaction SMILES: [CH2:1]([O:8][C:9]1[CH:10]=[C:11]([C:23](=[O:43])[CH:24]([C:29]2[CH:34]=[CH:33][C:32]([O:35][CH2:36][C:37]3[CH:42]=[CH:41][CH:40]=[CH:39][CH:38]=3)=[CH:31][CH:30]=2)C(OC)=O)[CH:12]=[C:13]([O:15][CH2:16][C:17]2[CH:22]=[CH:21][CH:20]=[CH:19][CH:18]=2)[CH:14]=1)[C:2]1[CH:7]=[CH:6][CH:5]=[CH:4][CH:3]=1.B(O)(O)O>>[CH2:16]([O:15][C:13]1[CH:12]=[C:11]([C:23](=[O:43])[CH2:24][C:29]2[CH:30]=[CH:31][C:32]([O:35][CH2:36][C:37]3[CH:38]=[CH:39][CH:40]=[CH:41][CH:42]=3)=[CH:33][CH:34]=2)[CH:10]=[C:9]([O:8][CH2:1][C:2]2[CH:7]=[CH:6][CH:5]=[CH:4][CH:3]=2)[CH:14]=1)[C:17]1[CH:22]=[CH:21][CH:20]=[CH:19][CH:18]=1. Procedure: 34.8 g of crude methyl 3-(3,5-dibenzyloxy-phenyl)-2-(4-benzyloxyphenyl)-3-oxopropionate prepared according to Example 2 (0.0608 mol) and 7.51 g of boric acid (0.121 mol) are introduced into a 250 ml round-bottomed flask. The medium is brought to 100° C. for 1 h, 120° C. for 1 h, 140° C. for 1 h and then 150-55° C. for 5 h while distilling off light products. The mixture is cooled to 60° C. and an aqueous solution of 8.5 g of sodium hydroxide pellets dissolved in 175 ml of water is added. The mix...